From a dataset of the Open Reaction Database (ORD), a public repository of structured organic reaction records. describe an organic reaction: reactants, conditions, products, and yield Reactants: COC(C1=C(C=CC(=C1)C(CC)(C)C)OC1=C(C=C(C=C1)C(F)(F)F)[N+](=O)[O-])=O (Methyl-2-(nitro-4-trifluoromethylphenoxy)-5-(1,1-dimethylpropyl)benzoate). The reagents and catalysts are [Pd] (palladium on carbon). Solvent: C(C)(=O)OCC (ethyl acetate). Run at time 3 hour. Product: NC1=C(OC2=C(C(=O)OC)C=C(C=C2)C(CC)(C)C)C=CC(=C1)C(F)(F)F (Methyl 2-(2-amino-4-trifluoromethylphenoxy)-5-(1,1-dimethylpropyl)benzoate). Reaction SMILES: [CH3:1][O:2][C:3](=[O:29])[C:4]1[CH:9]=[C:8]([C:10]([CH3:14])([CH3:13])[CH2:11][CH3:12])[CH:7]=[CH:6][C:5]=1[O:15][C:16]1[CH:21]=[CH:20][C:19]([C:22]([F:25])([F:24])[F:23])=[CH:18][C:17]=1[N+:26]([O-])=O>C(OCC)(=O)C.[Pd]>[NH2:26][C:17]1[CH:18]=[C:19]([C:22]([F:23])([F:24])[F:25])[CH:20]=[CH:21][C:16]=1[O:15][C:5]1[CH:6]=[CH:7][C:8]([C:10]([CH3:13])([CH3:14])[CH2:11][CH3:12])=[CH:9][C:4]=1[C:3]([O:2][CH3:1])=[O:29]. Procedure details: Methyl-2-(nitro-4-trifluoromethylphenoxy)-5-(1,1-dimethylpropyl)benzoate (2.5 g, 0.006 mol) was mixed in ethyl acetate (50 mL) and a palladium on carbon catalyst (600 mg) was added under argon. This mixture was hydrogenated at 50 psi for 3 h. The mixture was filtered through Celite® and washed with methanol and ethyl acetate. The solvents were evaporated to yield the title compound. 1H NMR (250 MHz, CDCl3) δ7.84 (d, 1H), 7.44 (dd, 1H), 7.03 (d, 1H), 684-6.97 (m, 2H), 6.72 (d, 1H), 4.22 (s, 2H), ... The reactants are CC(=O)OCCn1cccc1, CCOC(=O)C(=O)Cl, ClCCl, c1ccncc1. The product is CCOC(=O)C(=O)c1cccn1CCOC(C)=O. As a reaction SMILES: [C:15]([CH3:16])(=[O:17])[O:18][CH2:19][CH2:20][n:21]1[cH:22][cH:23][cH:24][cH:25]1.[C:7](=[O:8])([C:9](=[O:10])[O:11][CH2:12][CH3:13])[Cl:14].[Cl:26][CH2:27][Cl:28].[cH:1]1[cH:2][cH:3][n:4][cH:5][cH:6]1>>[C:7](=[O:8])([C:9](=[O:10])[O:11][CH2:12][CH3:13])[c:25]1[n:21]([CH2:20][CH2:19][O:18][C:15]([CH3:16])=[O:17])[cH:22][cH:23][cH:24]1. Reactants: NCc1ccccc1, ClCCCl, CN1CCOCC1, ClCCl, O=C(O)C1COCC(=O)N1Cc1ccccc1, On1nnc2ccccc21. Yields the product O=C(NCc1ccccc1)C1COCC(=O)N1Cc1ccccc1. RXN SMILES: [CH2:35]([c:36]1[cH:37][cH:38][cH:39][cH:40][cH:41]1)[NH2:42].[CH2:43]([Cl:44])[CH2:45][Cl:46].[CH3:28][N:29]1[CH2:30][CH2:31][O:32][CH2:33][CH2:34]1.[Cl:47][CH2:48][Cl:49].[O:1]=[C:2]1[N:3]([CH2:11][c:12]2[cH:13][cH:14][cH:15][cH:16][cH:17]2)[CH:4]([C:8](=[O:9])[OH:10])[CH2:5][O:6][CH2:7]1.[OH:18][n:19]1[c:20]2[cH:21][cH:22][cH:23][cH:24][c:25]2[n:26][n:27]1>>[O:1]=[C:2]1[N:3]([CH2:11][c:12]2[cH:13][cH:14][cH:15][cH:16][cH:17]2)[CH:4]([C:8](=[O:10])[NH:42][CH2:35][c:36]2[cH:37][cH:38][cH:39][cH:40][cH:41]2)[CH2:5][O:6][CH2:7]1. Reactants: FC1=CC=C(OC=2C=CC(=NC2)OC)C=C1 (5-(4-Fluorophenoxy)-2-methoxypyridine), ClC1=CC=C(CCl)C=C1 (4-chlorobenzylchloride), [Na+].[I-] (NaI). Solvent: C(C)#N (acetonitrile). Product: ClC1=CC=C(CN2C(C=CC(=C2)OC2=CC=C(C=C2)F)=O)C=C1 (1-(4-chlorobenzyl)-5-(4-fluorophenoxy)pyridin-2(1H)-one). The yield is 27.0%. RXN SMILES: [F:1][C:2]1[CH:16]=[CH:15][C:5]([O:6][C:7]2[CH:8]=[CH:9][C:10]([O:13]C)=[N:11][CH:12]=2)=[CH:4][CH:3]=1.[Cl:17][C:18]1[CH:25]=[CH:24][C:21]([CH2:22]Cl)=[CH:20][CH:19]=1.[Na+].[I-]>C(#N)C>[Cl:17][C:18]1[CH:25]=[CH:24][C:21]([CH2:22][N:11]2[CH:12]=[C:7]([O:6][C:5]3[CH:15]=[CH:16][C:2]([F:1])=[CH:3][CH:4]=3)[CH:8]=[CH:9][C:10]2=[O:13])=[CH:20][CH:19]=1 |f:2.3|. Procedure details: According to Scheme 32 Step 1: 5-(4-Fluorophenoxy)-2-methoxypyridine (2.37 mmol, 520 mg), 4-chlorobenzylchloride (3.55 mmol, 603 mg), NaI (2.37 mmol, 356 mg) in acetonitrile (15 mL) was heated at 150° C. for 20 minutes under microwave conditions. The cooled crude reaction washed with water, extracted with AcOEt. The organic layer was collected, dried (Na2SO4) and the solvent was evaporated under reduced pressure. The residue was purified in a manifold (vac.) using a Sep-Pak silica cartridge (hep... The reactants are F[B-](F)(F)F, CC(C)(C)OC(=O)Nc1ccccc1CN1C(=O)C(C)(C)c2cc3nc(N)[nH]c3cc21, CN(C)C=O, CCN(C(C)C)C(C)C, O=C(O)c1cccnc1, CN(C)C(On1nnc2ccccc21)=[N+](C)C. Product: CC(C)(C)OC(=O)Nc1ccccc1CN1C(=O)C(C)(C)c2cc3nc(NC(=O)c4cccnc4)[nH]c3cc21. RXN SMILES: [B-:10]([F:11])([F:12])([F:13])[F:14].[C:41]([CH3:42])([CH3:43])([CH3:44])[O:45][C:46]([NH:47][c:48]1[c:49]([CH2:54][N:55]2[C:56](=[O:70])[C:57]([CH3:68])([CH3:69])[c:58]3[cH:59][c:60]4[c:61]([cH:62][c:63]32)[nH:64][c:65]([NH2:67])[n:66]4)[cH:50][cH:51][cH:52][cH:53]1)=[O:71].[CH3:72][N:73]([CH3:74])[CH:75]=[O:76].[CH:32]([N:33]([CH2:34][CH3:35])[CH:36]([CH3:37])[CH3:38])([CH3:39])[CH3:40].[OH:1][C:2](=[O:3])[c:4]1[cH:5][cH:6][cH:7][n:8][cH:9]1.[n:15]1([O:16][C:17]([N:18]([CH3:19])[CH3:20])=[N+:21]([CH3:22])[CH3:23])[c:24]2[cH:25][cH:26][cH:27][cH:28][c:29]2[n:30][n:31]1>>[C:2](=[O:3])([c:4]1[cH:5][cH:6][cH:7][n:8][cH:9]1)[NH:67][c:65]1[nH:64][c:61]2[c:60]([cH:59][c:58]3[c:63]([cH:62]2)[N:55]([CH2:54][c:49]2[c:48]([NH:47][C:46]([O:45][C:41]([CH3:42])([CH3:43])[CH3:44])=[O:71])[cH:53][cH:52][cH:51][cH:50]2)[C:56](=[O:70])[C:57]3([CH3:68])[CH3:69])[n:66]1.